Dataset: the Open Reaction Database (ORD), a public repository of structured organic reaction records. Task: describe an organic reaction: reactants, conditions, products, and yield Reactants: CC=1C=C(C=CC1C)C1CC(CN(C1)C(=O)N1CCOCC1)C(=O)O (5-(3,4-Dimethylphenyl)-1-(morpholin-4-ylcarbonyl)piperidine-3-carboxylic acid), ON=C(C)N (N′-hydroxyacetamidine). Yields the product CC=1C=C(C=CC1C)C1CN(CC(C1)C1=NC(=NO1)C)C(=O)N1CCOCC1 ([3-(3,4-Dimethylphenyl)-5-(3-methyl-1,2,4-oxadiazol-5-yl)piperidin-1-yl] (morpholin-4-yl)-methanone). Reaction SMILES: [CH3:1][C:2]1[CH:3]=[C:4]([CH:9]2[CH2:14][N:13]([C:15]([N:17]3[CH2:22][CH2:21][O:20][CH2:19][CH2:18]3)=[O:16])[CH2:12][CH:11]([C:23](O)=[O:24])[CH2:10]2)[CH:5]=[CH:6][C:7]=1[CH3:8].O[N:27]=[C:28]([NH2:30])[CH3:29]>>[CH3:1][C:2]1[CH:3]=[C:4]([CH:9]2[CH2:10][CH:11]([C:23]3[O:24][N:30]=[C:28]([CH3:29])[N:27]=3)[CH2:12][N:13]([C:15]([N:17]3[CH2:18][CH2:19][O:20][CH2:21][CH2:22]3)=[O:16])[CH2:14]2)[CH:5]=[CH:6][C:7]=1[CH3:8]. Reported procedure: 100 mg (0.29 mmol) of the compound from Example 130A and 33 mg (0.43 mmol) of N′-hydroxyacetamidine were reacted according to the General Method 2. Yield: 68 mg (61% of theory)